Task: describe an organic reaction: reactants, conditions, products, and yield. Dataset: the Open Reaction Database (ORD), a public repository of structured organic reaction records The reactants are NCCC=1OC=CC1 (2-(2-amino-ethyl)furan), C(=O)OCC (ethyl formate). As a reaction SMILES: [NH2:1][CH2:2][CH2:3][C:4]1[O:5][CH:6]=[CH:7][CH:8]=1.[CH:9](OCC)=[O:10]>>[CH:9]([NH:1][CH2:2][CH2:3][C:4]1[O:5][CH:6]=[CH:7][CH:8]=1)=[O:10]. The product is C(=O)NCCC=1OC=CC1 (2-(N-Formyl-2-amino-ethyl)-furan). Procedure: Here, 2-(2-amino-ethyl)furan (10.0 g, 0.090 mol) is refluxed with ethyl formate (80 ml, 1.0 mol) for 12 hours. The reaction product is concentrated by evaporation and distilled in vacuo. Reactants: CC(O)c1cc(F)cc(Br)c1, BrC(Br)(Br)Br, CCCCC, C1CCOC1, c1ccc(P(c2ccccc2)c2ccccc2)cc1. The product is CC(Br)c1cc(F)cc(Br)c1. RXN SMILES: [Br:1][c:2]1[cH:3][c:4]([CH:9]([CH3:10])[OH:11])[cH:5][c:6]([F:8])[cH:7]1.[C:12]([Br:13])([Br:14])([Br:15])[Br:16].[CH3:41][CH2:42][CH2:43][CH2:44][CH3:45].[O:36]1[CH2:37][CH2:38][CH2:39][CH2:40]1.[c:17]1([P:18]([c:19]2[cH:20][cH:21][cH:22][cH:23][cH:24]2)[c:25]2[cH:26][cH:27][cH:28][cH:29][cH:30]2)[cH:31][cH:32][cH:33][cH:34][cH:35]1>>[Br:1][c:2]1[cH:3][c:4]([CH:9]([CH3:10])[Br:13])[cH:5][c:6]([F:8])[cH:7]1. The reactants are CCOC(=O)C=Cc1cnc(N(C(=O)OC(C)(C)C)C2CCN(Cc3ccccc3)C2)cn1, COc1ccccc1, CCOC(C)=O, ClCCl, [Na+], O=C([O-])O, O, O=C(O)C(F)(F)F. The product is CCOC(=O)C=Cc1cnc(NC2CCN(Cc3ccccc3)C2)cn1. As a reaction SMILES: [CH2:1]([c:2]1[cH:3][cH:4][cH:5][cH:6][cH:7]1)[N:8]1[CH2:9][CH:10]([N:13]([c:14]2[n:15][cH:16][c:17]([CH:20]=[CH:21][C:22](=[O:23])[O:24][CH2:25][CH3:26])[n:18][cH:19]2)[C:27]([O:28][C:29]([CH3:30])([CH3:31])[CH3:32])=[O:33])[CH2:11][CH2:12]1.[CH3:34][O:35][c:36]1[cH:37][cH:38][cH:39][cH:40][cH:41]1.[CH3:57][CH2:58][O:59][C:60]([CH3:61])=[O:62].[Cl:54][CH2:55][Cl:56].[Na+:53].[O-:49][C:50]([OH:51])=[O:52].[OH2:63].[OH:42][C:43]([C:44]([F:45])([F:46])[F:47])=[O:48]>>[CH2:1]([c:2]1[cH:3][cH:4][cH:5][cH:6][cH:7]1)[N:8]1[CH2:9][CH:10]([NH:13][c:14]2[n:15][cH:16][c:17]([CH:20]=[CH:21][C:22](=[O:23])[O:24][CH2:25][CH3:26])[n:18][cH:19]2)[CH2:11][CH2:12]1.